Dataset: the Open Reaction Database (ORD), a public repository of structured organic reaction records. Task: describe an organic reaction: reactants, conditions, products, and yield The reactants are Nc1ccc(Nc2ccccc2)cc1, CC(C)(O)C(=O)O, Cc1ccc(S(=O)(=O)O)cc1, Cc1ccccc1C. Product: CC(C)(O)C(=O)Nc1ccc(Nc2ccccc2)cc1. RXN SMILES: [NH2:8][c:9]1[cH:10][cH:11][c:12]([NH:13][c:14]2[cH:15][cH:16][cH:17][cH:18][cH:19]2)[cH:20][cH:21]1.[OH:1][C:2]([C:3](=[O:4])[OH:5])([CH3:6])[CH3:7].[c:22]1([CH3:23])[cH:24][cH:25][c:26]([S:27]([OH:28])(=[O:29])=[O:30])[cH:31][cH:32]1.[c:33]1([CH3:34])[c:35]([CH3:36])[cH:37][cH:38][cH:39][cH:40]1>>[OH:1][C:2]([C:3](=[O:4])[NH:8][c:9]1[cH:10][cH:11][c:12]([NH:13][c:14]2[cH:15][cH:16][cH:17][cH:18][cH:19]2)[cH:20][cH:21]1)([CH3:6])[CH3:7].